From a dataset of the Open Reaction Database (ORD), a public repository of structured organic reaction records. describe an organic reaction: reactants, conditions, products, and yield The reactants are CCCCCc1ccc(-c2ccc(CCC=O)cc2F)cc1, C1CO1, CCCCCCCC(CO)CO, Cc1ccccc1, O=[Cr](=O)([O-])Cl, O, Cc1ccc(S(=O)(=O)O)cc1, c1cc[nH+]cc1. Product: CCCCCCCC1COC(CCc2ccc(-c3ccc(CCCCC)cc3)c(F)c2)OC1. As a reaction SMILES: [CH2:1]([CH2:2][CH2:3][CH2:4][CH3:5])[c:6]1[cH:7][cH:8][c:9](-[c:12]2[c:13]([F:22])[cH:14][c:15]([CH2:18][CH2:19][CH:20]=[O:21])[cH:16][cH:17]2)[cH:10][cH:11]1.[CH2:23]1[O:24][CH2:25]1.[CH2:37]([CH2:38][CH2:39][CH2:40][CH2:41][CH2:42][CH3:43])[CH:44]([CH2:45][OH:46])[CH2:47][OH:48].[CH3:60][c:61]1[cH:62][cH:63][cH:64][cH:65][cH:66]1.[O:26]=[Cr:27]([Cl:28])([O-:29])=[O:30].[OH2:67].[c:49]1([CH3:50])[cH:51][cH:52][c:53]([S:54]([OH:55])(=[O:56])=[O:57])[cH:58][cH:59]1.[nH+:31]1[cH:32][cH:33][cH:34][cH:35][cH:36]1>>[CH2:1]([CH2:2][CH2:3][CH2:4][CH3:5])[c:6]1[cH:7][cH:8][c:9](-[c:12]2[c:13]([F:22])[cH:14][c:15]([CH2:18][CH2:19][CH:20]3[O:21][CH2:47][CH:44]([CH2:37][CH2:38][CH2:39][CH2:40][CH2:41][CH2:42][CH3:43])[CH2:45][O:46]3)[cH:16][cH:17]2)[cH:10][cH:11]1. Starting materials: O=C[C@H](O)[C@@H](O)[C@H](O)[C@H](O)CO (glucose), C[C@H]1[C@@]([C@H]([C@@H](O1)O[C@@H]2[C@H]([C@@H]([C@H]([C@@H]([C@H]2O)O)NC(=N)N)O)NC(=N)N)O[C@H]3[C@H]([C@@H]([C@H]([C@@H](O3)CO)O)O)NC)(C=O)O (streptomycin). Solvent: M17. Conditions: time 120 minute. Yields the product N[C@@H](CC(C)C)C(=O)O (Leu). As a reaction SMILES: O=[CH:2][C@@H]([C@H]([C@@H]([C@@H](CO)O)O)O)O.C[C@@H]1O[C@@H](O[C@H]2[C@H](O)[C@@H](O)[C@H](NC(N)=N)[C@@H](O)[C@@H]2NC(N)=N)[C@H]([O:37][C@@H:38]2[O:43][C@@H:42](CO)[C@H:41](O)[C@@H:40](O)[C@@H:39]2[NH:48]C)[C@@]1(O)C=O>>[NH2:48][C@H:39]([C:38]([OH:37])=[O:43])[CH2:40][CH:41]([CH3:42])[CH3:2]. Procedure: pseudomesenteroides was cultivated in 10 ml M17 (0.5% glucose) for 3 days followed by cultivation for 120 minutes in the presence of 150 μl of EMS. After EMS treatment, 0.2 ml of the culture was inoculated into ten tubes each containing 10 ml of M17 and incubated for 3 days for phenotypic expression. The mutation frequency was monitored by plating 0.1 ml from each tube onto M17 plates containing 500 μg/ml of streptomycin. Starting materials: O=C(Nc1cc(C(=O)Oc2ccccc2)n(-c2ncccc2Cl)n1)OCc1ccccc1, CC(=O)O, [H][H]. The product is Nc1cc(C(=O)Oc2ccccc2)n(-c2ncccc2Cl)n1. Reaction SMILES: [CH2:5]([O:6][C:7](=[O:8])[NH:15][c:16]1[n:17][n:18](-[c:30]2[n:31][cH:32][cH:33][cH:34][c:35]2[Cl:36])[c:19]([C:21](=[O:22])[O:23][c:24]2[cH:25][cH:26][cH:27][cH:28][cH:29]2)[cH:20]1)[c:9]1[cH:10][cH:11][cH:12][cH:13][cH:14]1.[CH3:1][C:2](=[O:3])[OH:4].[H:37][H:38]>>[NH2:15][c:16]1[n:17][n:18](-[c:30]2[n:31][cH:32][cH:33][cH:34][c:35]2[Cl:36])[c:19]([C:21](=[O:22])[O:23][c:24]2[cH:25][cH:26][cH:27][cH:28][cH:29]2)[cH:20]1.